This data is from the Open Reaction Database (ORD), a public repository of structured organic reaction records. The task is: describe an organic reaction: reactants, conditions, products, and yield Starting materials: [H-].[Na+] (sodiumhydride), ClC=1C=CC(=NC1)C=O (5-chloro-2-pyridinecarboxaldehyde), CO (methanol), [Cl-].[PH4+].C(#N)C[P+](C1=CC=CC=C1)(C1=CC=CC=C1)C1=CC=CC=C1.[Cl-] ((cyanomethyl)triphenyl-phosphonium phosphonium chloride). The solvent is O1CCCC1 (tetrahydrofurane), CN(C=O)C (dimethylformamide), O1CCCC1 (tetrahydrofurane). Conditions: time 2 day. The product is ClC=1C=CC(=NC1)/C=C/C#N ((E)-3-(5-chloro-pyridin-2-yl)-acrylonitrile). Isolated yield 55.2%. RXN SMILES: [H-].[Na+].[Cl-].[PH4+].[C:5]([CH2:7][P+](C1C=CC=CC=1)(C1C=CC=CC=1)C1C=CC=CC=1)#[N:6].[Cl-].[Cl:28][C:29]1[CH:30]=[CH:31][C:32]([CH:35]=O)=[N:33][CH:34]=1.CO>O1CCCC1.CN(C)C=O>[Cl:28][C:29]1[CH:30]=[CH:31][C:32](/[CH:35]=[CH:7]/[C:5]#[N:6])=[N:33][CH:34]=1 |f:0.1,2.3.4.5|. Procedure: To a suspension of 1.97 g, (0.045 mol) sodiumhydride (60% in oil) in 60 ml tetrahydrofurane and 60 ml dimethylformamide were added 15.25 g (0.045 mol) (cyanomethyl)triphenyl-phosphonium phosphonium chloride. After stirring for 1 hour at room temperature a solution of 6.39 g (0.045 mol) 5-chloro-2-pyridinecarboxaldehyde in 25 ml tetrahydrofurane were added and stirring was continued for 2 days. Then 15 ml methanol were added, the solvents were evaporated and the residue was chromatographed on alu...